Dataset: the Open Reaction Database (ORD), a public repository of structured organic reaction records. Task: describe an organic reaction: reactants, conditions, products, and yield Reactants: C(C)(=O)NC1=CC=C(C=C2C3=C(C=CC4=C2C=CC=C4)C=CC=C3)C=C1 (5-(4-acetylaminobenzylidene)-5H-dibenzo[a,d]cycloheptene), IC1=CC=C(C=C1)C (p-iodotoluene), C([O-])([O-])=O.[K+].[K+] (potassium carbonate), CC=1C=CC(=CC1)C(C)C (p-cymene). The reagents and catalysts are [Cu] (copper). The product is C1(=CC=C(C=C1)NC1=CC=C(C=C2C3=C(C=CC4=C2C=CC=C4)C=CC=C3)C=C1)C (5-[4-(p-tolylamino)benzylidene]-5H-dibenzo[a,d]cycloheptene). Yield: 63.6%. Reaction SMILES: [C:1]([NH:4][C:5]1[CH:26]=[CH:25][C:8]([CH:9]=[C:10]2[C:16]3[CH:17]=[CH:18][CH:19]=[CH:20][C:15]=3[CH:14]=[CH:13][C:12]3[CH:21]=[CH:22][CH:23]=[CH:24][C:11]2=3)=[CH:7][CH:6]=1)(=O)[CH3:2].IC1C=[CH:32][C:31]([CH3:34])=[CH:30][CH:29]=1.C(=O)([O-])[O-].[K+].[K+].CC1C=CC(C(C)C)=CC=1>[Cu]>[C:31]1([CH3:34])[CH:30]=[CH:29][C:1]([NH:4][C:5]2[CH:26]=[CH:25][C:8]([CH:9]=[C:10]3[C:16]4[CH:17]=[CH:18][CH:19]=[CH:20][C:15]=4[CH:14]=[CH:13][C:12]4[CH:21]=[CH:22][CH:23]=[CH:24][C:11]3=4)=[CH:7][CH:6]=2)=[CH:2][CH:32]=1 |f:2.3.4|. Procedure details: 8.0 g (23.7 m moles) of the thus obtained 5-(4-acetylaminobenzylidene)-5H-dibenzo[a,d]cycloheptene, 7.75 g (35.5 m moles) of p-iodotoluene, 3.70 g (26.8 m moles) of anhydrous potassium carbonate and 1.80 g of copper powder were added to 15 ml of p-cymene and stirred and refluxed for 5 hours. After the end of reaction, the reaction mixture was subjected to filtration by suction, and the filtrate was successively washed with an aqueous 3-5% sodium thiosulfate solution and an aqueous saturated NaCl...